From a dataset of the Open Reaction Database (ORD), a public repository of structured organic reaction records. describe an organic reaction: reactants, conditions, products, and yield The reactants are triol, C(C)(=O)N[C@H]1[C@@H](OC(=C[C@@H]1N\C(=N/C(=O)OC(C)(C)C)\NC(=O)OC(C)(C)C)C(=O)OC(C1=CC=CC=C1)C1=CC=CC=C1)[C@@H]([C@@H](CO)O)O (Benzhydryl (2R,3R,4S)-3-(acetylamino)-4-({(E)-[(tert-butoxycarbonyl)amino][(tert-butoxycarbonyl)imino]methyl}amino)-2-[(1R,2R)-1,2,3-trihydroxypropyl]-3,4-dihydro-2H-pyran-6-carboxylate), C(=O)(N1C=NC=C1)N1C=NC=C1 (1,1′-carbonyldiimidazole), triol, C(=O)(N1C=NC=C1)N1C=NC=C1 (1,1′-carbonyldiimidazole). Solvent: C(C)#N (acetonitrile). Conditions: time 16 hour. Product: C(C)(=O)N[C@H]1[C@@H](OC(=C[C@@H]1NC(=NC(=O)OC(C)(C)C)NC(=O)OC(C)(C)C)C(=O)OC(C1=CC=CC=C1)C1=CC=CC=C1)[C@@H]([C@@H]1OC(OC1)=O)O (Benzhydryl (2R,3R,4S)-3-(acetylamino)-4-({[(tert-butoxycarbonyl)amino][(tert-butoxycarbonyl)imino]methyl}amino)-2-{(S)-hydroxy[(4R)-2-oxo-1,3-dioxolan-4-yl]methyl}-3,4-dihydro-2H-pyran-6-carboxylate). RXN SMILES: [C:1]([NH:4][C@@H:5]1[C@@H:10]([NH:11]/[C:12](/[NH:21][C:22]([O:24][C:25]([CH3:28])([CH3:27])[CH3:26])=[O:23])=[N:13]\[C:14]([O:16][C:17]([CH3:20])([CH3:19])[CH3:18])=[O:15])[CH:9]=[C:8]([C:29]([O:31][CH:32]([C:39]2[CH:44]=[CH:43][CH:42]=[CH:41][CH:40]=2)[C:33]2[CH:38]=[CH:37][CH:36]=[CH:35][CH:34]=2)=[O:30])[O:7][C@H:6]1[C@H:45]([OH:50])[C@H:46]([OH:49])[CH2:47][OH:48])(=[O:3])[CH3:2].[C:51](N1C=CN=C1)(N1C=CN=C1)=[O:52]>C(#N)C>[C:1]([NH:4][C@@H:5]1[C@@H:10]([NH:11][C:12]([NH:21][C:22]([O:24][C:25]([CH3:28])([CH3:27])[CH3:26])=[O:23])=[N:13][C:14]([O:16][C:17]([CH3:20])([CH3:19])[CH3:18])=[O:15])[CH:9]=[C:8]([C:29]([O:31][CH:32]([C:33]2[CH:38]=[CH:37][CH:36]=[CH:35][CH:34]=2)[C:39]2[CH:40]=[CH:41][CH:42]=[CH:43][CH:44]=2)=[O:30])[O:7][C@H:6]1[C@H:45]([OH:50])[C@H:46]1[CH2:47][O:48][C:51](=[O:52])[O:49]1)(=[O:3])[CH3:2]. Procedure details: Benzhydryl (2R,3R,4S)-3-(acetylamino)-4-({(E)-[(tert-butoxycarbonyl)amino][(tert-butoxycarbonyl)imino]methyl}amino)-2-[(1R,2R)-1,2,3-trihydroxypropyl]-3,4-dihydro-2H-pyran-6-carboxylate (see J. Med. Chem. 1998, 41, 787–797) (12.38 g; 17.7 mmoles) was dissolved in dry acetonitrile (130 ml) under nitrogen at room temperature. The solution was stirred and 1,1′-carbonyldiimidazole (2.87 g; 17.7 mmoles) was added. After 16 hours LC/MS showed the presence of starting triol so further 1,1′-carbonyldiim...